Dataset: the Open Reaction Database (ORD), a public repository of structured organic reaction records. Task: describe an organic reaction: reactants, conditions, products, and yield Starting materials: COC=1C=CC2=C(C(CC3(CCCCC3)O2)=O)C1 (6-methoxyspiro[2H-1-benzopyran-2,1'-cyclohexan]-4(3H)-one), Cl.N1=CC=CC=C1 (pyridine HCl). Product: OC=1C=CC2=C(C(CC3(CCCCC3)O2)=O)C1 (6-Hydroxyspiro[2H-1-benzopyran-2,1'-cyclohexan]-4(3H)-one). Yield: 85.9%. RXN SMILES: C[O:2][C:3]1[CH:4]=[CH:5][C:6]2[O:16][C:10]3([CH2:15][CH2:14][CH2:13][CH2:12][CH2:11]3)[CH2:9][C:8](=[O:17])[C:7]=2[CH:18]=1.Cl.N1C=CC=CC=1>>[OH:2][C:3]1[CH:4]=[CH:5][C:6]2[O:16][C:10]3([CH2:15][CH2:14][CH2:13][CH2:12][CH2:11]3)[CH2:9][C:8](=[O:17])[C:7]=2[CH:18]=1 |f:1.2|. Procedure: A mixture of 6-methoxyspiro[2H-1-benzopyran-2,1'-cyclohexan]-4(3H)-one (prepared in Preparation 3) (1.0 g, 4.06 mmol) in dry pyridine HCl (6 g, 52 mmol) is heated to 210°-215° C. on an oil bath for 45 minutes with stirring, and allowed to cool. The mixture is extracted with water and diethyl ether. The ether layer is separated, washed with dilute hydrochrolic acid and then water, dried and concentrated. The residue is placed on a silica gel column and eluted with a mixture of acetonitrile and di... Reactants: [Sn](Cl)(Cl)(Cl)Cl (Tinchloride), C[Si](C)(C)C(C(=O)N)[Si](C)(C)C (Bis(trimethylsilyl)acetamide), C(C1=CC=CC=C1)(=O)O[C@]1([C@H](O[C@@H]([C@H]1OCC1=CC=CC=C1)COCC1=CC=CC=C1)OC)CC=C ((2S,3R,4R,5R)-3-allyl-4-(benzyloxy)-5-(benzyloxymethyl)-2-methoxytetrahydrofuran-3-yl benzoate), N1C(=O)NC(=O)C=C1 (uracil), C(=O)(O)[O-].[Na+] (NaHCO3). Run in C(C)#N (acetonitrile), C(C)(=O)OCC (Ethyl acetate). Conditions: time 1 hour. Product: C(C=C)[C@@]1([C@@H](O[C@@H]([C@H]1OCC1=CC=CC=C1)COCC1=CC=CC=C1)N1C(NC(C=C1)=O)=O)O (1-[(2R,3R,4R,5R)-3-allyl-4-(benzyloxy)-5-(benzyloxymethyl)-3-hydroxytetrahydrofuran-2-yl]pyrimidine-2,4(1H,3H)-dione). The yield is 87.4%. Reaction SMILES: C[Si](C([Si](C)(C)C)C(N)=O)(C)C.C([O:21][C@:22]1([CH2:46][CH:47]=[CH2:48])[C@H:26]([O:27][CH2:28][C:29]2[CH:34]=[CH:33][CH:32]=[CH:31][CH:30]=2)[C@@H:25]([CH2:35][O:36][CH2:37][C:38]2[CH:43]=[CH:42][CH:41]=[CH:40][CH:39]=2)[O:24][C@@H:23]1OC)(=O)C1C=CC=CC=1.[NH:49]1[CH:56]=[CH:55][C:53](=[O:54])[NH:52][C:50]1=[O:51].[Sn](Cl)(Cl)(Cl)Cl.C([O-])(O)=O.[Na+]>C(#N)C.C(OCC)(=O)C>[CH2:46]([C@@:22]1([OH:21])[C@H:26]([O:27][CH2:28][C:29]2[CH:34]=[CH:33][CH:32]=[CH:31][CH:30]=2)[C@@H:25]([CH2:35][O:36][CH2:37][C:38]2[CH:43]=[CH:42][CH:41]=[CH:40][CH:39]=2)[O:24][C@H:23]1[N:49]1[CH:56]=[CH:55][C:53](=[O:54])[NH:52][C:50]1=[O:51])[CH:47]=[CH2:48] |f:4.5|. Reported procedure: Bis(trimethylsilyl)acetamide (BSA; 29.2 mL, 118 mmol) was added to a mixture of 6 (14.0 g, 23.1 mmol) and uracil (5.99 g, 53.4 mmol) in anhydrous acetonitrile (300 mL). The reaction mixture was refluxed for 1 hour and the clear solution was allowed to cool down to room temperature. Tinchloride (11.55 mL, 99 mmol) was added dropwise at room temperature and the mixture was further stirred for 1 hour. The mixture was then stirred at reflux for 1.5 hour and again cooled to room temperature. Ethyl ac... Starting materials: C(C)OC=1C(C(C1OCC)=O)=O (3,4-diethoxy-3-cyclobutene-1,2-dione), OC=1C=C(C#N)C=CC1N (3-hydroxy-4-aminobenzonitrile). The solvent is C(C)O (ethanol). Product: C(C)OC=1C(C(C1NC1=C(C=C(C=C1)C#N)O)=O)=O (3-ethoxy-4-(2-hydroxy-4-cyanoanilino)-3-cyclobutene-1,2-dione). Yield: 53.5%. As a reaction SMILES: C(O[C:4]1[C:5](=[O:12])[C:6](=[O:11])[C:7]=1[O:8][CH2:9][CH3:10])C.[OH:13][C:14]1[CH:15]=[C:16]([CH:19]=[CH:20][C:21]=1[NH2:22])[C:17]#[N:18]>C(O)C>[CH2:9]([O:8][C:7]1[C:6](=[O:11])[C:5](=[O:12])[C:4]=1[NH:22][C:21]1[CH:20]=[CH:19][C:16]([C:17]#[N:18])=[CH:15][C:14]=1[OH:13])[CH3:10]. Reported procedure: A solution of 3,4-diethoxy-3-cyclobutene-1,2-dione (1.2 mL, 8.12 mmol) and 3-hydroxy-4-aminobenzonitrile (1.25 g, 8.11 mmol) in ethanol was heated at 85° C. for overnight. A tan precipitates forms. The solid was filtered, and collected. 1.12 g (53%) of 3-ethoxy-4-(2-hydroxy-4-cyanoanilino)-3-cyclobutene-1,2-dione was obtained. LC/MS(H+) 259 The reactants are OC1=CC=C(C=C1)C(C1=CC=C(C=C1)CCC(=O)OC)=C1CC(CC(C1)(C)C)(C)C (Methyl 3-{4-[(4-hydroxyphenyl)(3,3,5,5-tetramethylcyclohexylidene)methyl]phenyl}propanoate), [H-].[H-].[H-].[H-].[Li+].[Al+3] (LAH), Cl (HCl), CCOC(=O)C (EtOAc). The solvent is C1CCOC1 (THF). Reaction conditions: temperature 0 celsius, time 1 hour. Yields the product OCCCC1=CC=C(C=C1)C(C1=CC=C(C=C1)O)=C1CC(CC(C1)(C)C)(C)C (4-[[4-(3-Hydroxypropyl)phenyl](3,3,5,5-tetramethylcyclohexylidene)methyl]phenol). Isolated yield 92.2%. RXN SMILES: [OH:1][C:2]1[CH:7]=[CH:6][C:5]([C:8](=[C:21]2[CH2:26][C:25]([CH3:28])([CH3:27])[CH2:24][C:23]([CH3:30])([CH3:29])[CH2:22]2)[C:9]2[CH:14]=[CH:13][C:12]([CH2:15][CH2:16][C:17](OC)=[O:18])=[CH:11][CH:10]=2)=[CH:4][CH:3]=1.[H-].[H-].[H-].[H-].[Li+].[Al+3].CCOC(C)=O.Cl>C1COCC1>[OH:18][CH2:17][CH2:16][CH2:15][C:12]1[CH:13]=[CH:14][C:9]([C:8](=[C:21]2[CH2:22][C:23]([CH3:30])([CH3:29])[CH2:24][C:25]([CH3:28])([CH3:27])[CH2:26]2)[C:5]2[CH:4]=[CH:3][C:2]([OH:1])=[CH:7][CH:6]=2)=[CH:10][CH:11]=1 |f:1.2.3.4.5.6|. Procedure details: To a solution of methyl 3-{4-[(4-hydroxyphenyl)(3,3,5,5-tetramethylcyclohexylidene)methyl]phenyl}propanoate (169) (0.176 g, 0.43 mmol) in THF (10 mL) at 0° C. was added LAH (1 M in THF, 1.10 mL, 1.10 mmol) dropwise. The reaction mixture was stirred at 0° C. for 1 h, EtOAc (5 mL) was added, and stirring continued for 10 min. The mixture was then acidified to pH=2 with an aqueous solution of 1 N HCl, extracted with EtOAc (2×50 mL). The combined organic extract was washed with water, brine and drie... Starting materials: OCC12CC3CC(CC(C1)C3)C2 (1-Hydroxymethyladamantane), C1(=CC=CC=C1)P(C1=CC=CC=C1)C1=CC=CC=C1 (triphenylphosphine), BrBr (bromine). Run in CN(C=O)C (dimethylformamide), CN(C=O)C (dimethylformamide). Run at time 8 hour. Product: BrCC12CC3CC(CC(C1)C3)C2 (1-Bromomethyladamantane). RXN SMILES: O[CH2:2][C:3]12[CH2:12][CH:7]3[CH2:8][CH:9]([CH2:11][CH:5]([CH2:6]3)[CH2:4]1)[CH2:10]2.C1(P(C2C=CC=CC=2)C2C=CC=CC=2)C=CC=CC=1.[Br:32]Br>CN(C)C=O>[Br:32][CH2:2][C:3]12[CH2:12][CH:7]3[CH2:8][CH:9]([CH2:11][CH:5]([CH2:6]3)[CH2:4]1)[CH2:10]2. Reported procedure: To 1-Hydroxymethyladamantane (366 gm.) and triphenylphosphine (598 gm.) in 1600 ml. dimethylformamide was added a solution of 366 gm. bromine in 800 ml. dimethylformamide over a 5 hour period. The mixture was left overnight at room temperature and then distilled (under aspirator) to remove solvent and product. The distillate was poured into 8 liters of water and filtered. The solid was dissolved in petroleum ether (30°-60°), washed with K2CO3 solution, then with water, dried, and concentrated to...